Dataset: the Open Reaction Database (ORD), a public repository of structured organic reaction records. Task: describe an organic reaction: reactants, conditions, products, and yield Reactants: COC(CC=1C(=NC=CC1)CCC1=NC(=NC=C1C(F)(F)F)NC1=CC=C(C=C1)C1CN(CCC1)C(=O)OC(C)(C)C)=O (tert-butyl 3-(4-((4-(2-(3-(2-methoxy-2-oxoethyl)pyridin-2-yl)ethyl)-5-(trifluoromethyl)pyrimidin-2-yl)amino)phenyl)piperidine-1-carboxylate), O.[OH-].[Li+] (lithium hydroxide monohydrate). Solvent: C1CCOC1 (THF), O (water), CO (MeOH). Reaction conditions: time 17 hour. Product: C(C)(C)(C)OC(=O)N1CC(CCC1)C1=CC=C(C=C1)NC1=NC=C(C(=N1)CCC1=NC=CC=C1CC(=O)O)C(F)(F)F (2-(2-(2-(2-((4-(1-(tert-Butoxycarbonyl)piperidin-3-yl)phenyl)amino)-5-(trifluoromethyl)pyrimidin-4-yl)ethyl)pyridin-3-yl)acetic acid). Reaction SMILES: C[O:2][C:3](=[O:43])[CH2:4][C:5]1[C:6]([CH2:11][CH2:12][C:13]2[C:18]([C:19]([F:22])([F:21])[F:20])=[CH:17][N:16]=[C:15]([NH:23][C:24]3[CH:29]=[CH:28][C:27]([CH:30]4[CH2:35][CH2:34][CH2:33][N:32]([C:36]([O:38][C:39]([CH3:42])([CH3:41])[CH3:40])=[O:37])[CH2:31]4)=[CH:26][CH:25]=3)[N:14]=2)=[N:7][CH:8]=[CH:9][CH:10]=1.O.[OH-].[Li+]>C1COCC1.O.CO>[C:39]([O:38][C:36]([N:32]1[CH2:33][CH2:34][CH2:35][CH:30]([C:27]2[CH:28]=[CH:29][C:24]([NH:23][C:15]3[N:14]=[C:13]([CH2:12][CH2:11][C:6]4[C:5]([CH2:4][C:3]([OH:43])=[O:2])=[CH:10][CH:9]=[CH:8][N:7]=4)[C:18]([C:19]([F:20])([F:21])[F:22])=[CH:17][N:16]=3)=[CH:25][CH:26]=2)[CH2:31]1)=[O:37])([CH3:42])([CH3:40])[CH3:41] |f:1.2.3|. Reported procedure: To a solution of tert-butyl 3-(4-((4-(2-(3-(2-methoxy-2-oxoethyl)pyridin-2-yl)ethyl)-5-(trifluoromethyl)pyrimidin-2-yl)amino)phenyl)piperidine-1-carboxylate (I148) (0.030 g, 0.050 mmol) in THF (7 mL), water (1.5 mL) and MeOH (1 mL) was added lithium hydroxide monohydrate (0.020 g, 0.48 mmol). The reaction mixture was stirred at room temperature for 17 hours then the volatiles were removed in vacuo and the residue was partitioned between ethyl acetate (10 mL) and saturated aqueous sodium hydrogen... Starting materials: C(C)(=O)N1CCC2=CC(=CC=C12)[N+](=O)[O-] (1-acetyl-5-nitroindoline). Reagents/catalysts: [Pd] (Pd/C). Run in C(C)O.C1CCOC1 (ethanol THF). Product: C(C)(=O)N1CCC2=CC(=CC=C12)N (1-Acetyl-5-aminoindoline). Isolated yield 67.9%. Reaction SMILES: [C:1]([N:4]1[C:12]2[C:7](=[CH:8][C:9]([N+:13]([O-])=O)=[CH:10][CH:11]=2)[CH2:6][CH2:5]1)(=[O:3])[CH3:2]>C(O)C.C1COCC1.[Pd]>[C:1]([N:4]1[C:12]2[C:7](=[CH:8][C:9]([NH2:13])=[CH:10][CH:11]=2)[CH2:6][CH2:5]1)(=[O:3])[CH3:2] |f:1.2|. Procedure details: The solution of 1-acetyl-5-nitroindoline (1.0 g, 4.85 mmol) in ethanol-THF (100 mL: 30 mL) was hydrogenated over 5% Pd/C (600 mg) at atmosphere pressure for 2 h, filtered through Celite and concentrated in vacuo to give a white solid which was recrystallized from ethanol. White crystalline solid (580 mg, 68%) was obtained. Mp 185-186.5° C. (lit 184-185° C., [21]); 1H NMR (270 MHz, DMSO): δ 7.73 (1H, d, J=8.6 Hz, ArH), 6.45 (1H, s broad, w1/2=1.8 Hz, ArH), 6.33 (1H, dd, J=8.6, 1.8 Hz, ArH), 4.82 ...